This data is from the Open Reaction Database (ORD), a public repository of structured organic reaction records. The task is: describe an organic reaction: reactants, conditions, products, and yield Starting materials: COC1=C(C=C2C(=N1)C(=CN2C)C2=CC1=C(N=CC=C1C=O)N2S(=O)(=O)C2=CC=C(C=C2)C)OC (2-(5,6-dimethoxy-1-methyl-1H-pyrrolo[3,2-b]pyridin-3-yl)-1-(toluene-4-sulfonyl)-1H-pyrrolo[2,3-b]pyridine-4-carbaldehyde), Cl.NO (hydroxylamine hydrochloride). Solvent: O (water), ClCCl (dichloromethane), N1=CC=CC=C1 (pyridine). Conditions: temperature 50 celsius. The product is COC1=C(C=C2C(=N1)C(=CN2C)C2=CC1=C(N=CC=C1C=NO)N2S(=O)(=O)C2=CC=C(C=C2)C)OC (2-(5,6-dimethoxy-1-methyl-1H-pyrrolo[3,2-b]pyridin-3-yl)-1-(toluene-4-sulfonyl)-1H-pyrrolo[2,3-b]pyridin-4-carbaldehyde oxime). RXN SMILES: [CH3:1][O:2][C:3]1[N:8]=[C:7]2[C:9]([C:13]3[N:23]([S:24]([C:27]4[CH:32]=[CH:31][C:30]([CH3:33])=[CH:29][CH:28]=4)(=[O:26])=[O:25])[C:16]4[N:17]=[CH:18][CH:19]=[C:20]([CH:21]=O)[C:15]=4[CH:14]=3)=[CH:10][N:11]([CH3:12])[C:6]2=[CH:5][C:4]=1[O:34][CH3:35].Cl.[NH2:37][OH:38]>N1C=CC=CC=1.O.ClCCl>[CH3:1][O:2][C:3]1[N:8]=[C:7]2[C:9]([C:13]3[N:23]([S:24]([C:27]4[CH:32]=[CH:31][C:30]([CH3:33])=[CH:29][CH:28]=4)(=[O:26])=[O:25])[C:16]4[N:17]=[CH:18][CH:19]=[C:20]([CH:21]=[N:37][OH:38])[C:15]=4[CH:14]=3)=[CH:10][N:11]([CH3:12])[C:6]2=[CH:5][C:4]=1[O:34][CH3:35] |f:1.2|. Procedure: To a solution of 1 g of [2-(5,6-dimethoxy-1-methyl-1H-pyrrolo[3,2-b]pyridin-3-yl)-1-(toluene-4-sulfonyl)-1H-pyrrolo[2,3-b]pyridine-4-carbaldehyde in 50 cm3 of pyridine, at a temperature in the region of 20° C., is added 0.46 g of hydroxylamine hydrochloride. The reaction medium is heated at 50° C. for 24 hours. The reaction medium is concentrated under reduced pressure. The residue obtained is taken up in 20 cm3 of water and 50 cm3 of dichloromethane. After separation of the phases by settling, ... The reactants are C(C)(=O)CCCC(=O)O (4-Acetylbutyric acid), Cl (hydrochloric acid), C1C2=CC=C(N2)CC3=CC=C(N3)CC4=CC=C(N4)CC5=CC=C1N5 (Calix[4]pyrrole), monoester. Run in CO (methanol). Yields the product methyl ester, COC(CCCC(C)=O)=O (methyl-4-acetylbutyrate). Yield: 84.0%. RXN SMILES: [CH2:1]1C2NC(=CC=2)CC2NC(=CC=2)CC2NC(=CC=2)CC2NC1=CC=2.[C:25]([CH2:28][CH2:29][CH2:30][C:31]([OH:33])=[O:32])(=[O:27])[CH3:26].Cl>CO>[CH3:1][O:32][C:31](=[O:33])[CH2:30][CH2:29][CH2:28][C:25](=[O:27])[CH3:26]. Procedure: Calix[4]pyrrole meso-monoester 3. 4-Acetylbutyric acid (3.8 g, 29 mmol) was dissolved in methanol (50 mL) in a 100 mL round bottomed flask with magnetic stirring. Concentrated hydrochloric acid (1 mL, 37%) was added and the mixture heated at reflux for 12 hr. The solvent was then removed in vacuo and the residue redissolved in dichloromethane (50 mL). The solution was then washed with saturated NaHCO3 (aq) solution (2×50 mL) and then brine (1×100 mL). The organic layer was separated and then dri... Starting materials: CCO, COC(=O)c1cccc(C2=NC(C)(C)Cc3cc(OC)c4c(c32)CC(C)(C)O4)c1, Cl, [Na+], [OH-]. The product is Cl, COc1cc2c(c3c1OC(C)(C)C3)C(c1cccc(C(=O)O)c1)=NC(C)(C)C2. Reaction SMILES: [CH3:33][CH2:34][OH:35].[CH3:3][O:4][C:5]([c:6]1[cH:7][c:8]([C:12]2=[N:13][C:14]([CH3:29])([CH3:30])[CH2:15][c:16]3[cH:17][c:18]([O:27][CH3:28])[c:19]4[c:20]([c:21]32)[CH2:22][C:23]([CH3:25])([CH3:26])[O:24]4)[cH:9][cH:10][cH:11]1)=[O:31].[ClH:32].[Na+:2].[OH-:1]>>[ClH:32].[O:4]=[C:5]([c:6]1[cH:7][c:8]([C:12]2=[N:13][C:14]([CH3:29])([CH3:30])[CH2:15][c:16]3[cH:17][c:18]([O:27][CH3:28])[c:19]4[c:20]([c:21]32)[CH2:22][C:23]([CH3:25])([CH3:26])[O:24]4)[cH:9][cH:10][cH:11]1)[OH:31]. The reactants are BrC1=CC=C2C(=CN(C2=C1)C(C)C)C(=O)O (6-bromo-1-isopropyl-1H-indole-3-carboxylic acid), C([O-])([O-])=O.[K+].[K+] (potassium carbonate), IC (iodomethane), O (water). The solvent is CN(C=O)C (N,N-dimethylformamide). Run at time 3.5 hour. The product is BrC1=CC=C2C(=CN(C2=C1)C(C)C)C(=O)OC (methyl 6-bromo-1-isopropyl-1H-indole-3-carboxylate). Isolated yield 93.3%. Reaction SMILES: [Br:1][C:2]1[CH:10]=[C:9]2[C:5]([C:6]([C:14]([OH:16])=[O:15])=[CH:7][N:8]2[CH:11]([CH3:13])[CH3:12])=[CH:4][CH:3]=1.[C:17](=O)([O-])[O-].[K+].[K+].IC.O>CN(C)C=O>[Br:1][C:2]1[CH:10]=[C:9]2[C:5]([C:6]([C:14]([O:16][CH3:17])=[O:15])=[CH:7][N:8]2[CH:11]([CH3:13])[CH3:12])=[CH:4][CH:3]=1 |f:1.2.3|. Procedure details: To a solution of 6-bromo-1-isopropyl-1H-indole-3-carboxylic acid (1.94 g) in N,N-dimethylformamide (97 ml) were added potassium carbonate (1.43 g) and iodomethane (0.514 ml) at room temperature under nitrogen, and the mixture was stirred at the same temperature for 3.5 hours. The resulting mixture was poured into water and the aqueous layer was extracted with ethyl acetate. The organic layer was washed successively with water three times and brine, dried over anhydrous magnesium sulfate and evap... Reactants: CC(=O)OCc1cc(OCCCS(C)(=O)=O)cc(C)c1-c1cccc(CO)c1, CCCCP(CCCC)CCCC, Cc1ccccc1, CCCCCC, O=C(N=NC(=O)N1CCCCC1)N1CCCCC1, COC(=O)CC1COc2cc(O)ccc21. The product is COC(=O)CC1COc2cc(OCc3cccc(-c4c(C)cc(OCCCS(C)(=O)=O)cc4COC(C)=O)c3)ccc21. Reaction SMILES: [C:16]([CH3:17])(=[O:18])[O:19][CH2:20][c:21]1[c:22](-[c:36]2[cH:37][c:38]([CH2:42][OH:43])[cH:39][cH:40][cH:41]2)[c:23]([CH3:35])[cH:24][c:25]([O:27][CH2:28][CH2:29][CH2:30][S:31](=[O:32])(=[O:33])[CH3:34])[cH:26]1.[CH2:44]([P:45]([CH2:46][CH2:47][CH2:48][CH3:49])[CH2:50][CH2:51][CH2:52][CH3:53])[CH2:54][CH2:55][CH3:56].[CH3:75][c:76]1[cH:77][cH:78][cH:79][cH:80][cH:81]1.[CH3:82][CH2:83][CH2:84][CH2:85][CH2:86][CH3:87].[N:57]([C:58]([N:59]1[CH2:60][CH2:61][CH2:62][CH2:63][CH2:64]1)=[O:65])=[N:66][C:67]([N:68]1[CH2:69][CH2:70][CH2:71][CH2:72][CH2:73]1)=[O:74].[OH:1][c:2]1[cH:3][c:4]2[c:5]([cH:14][cH:15]1)[CH:6]([CH2:9][C:10](=[O:11])[O:12][CH3:13])[CH2:7][O:8]2>>[O:1]([c:2]1[cH:3][c:4]2[c:5]([cH:14][cH:15]1)[CH:6]([CH2:9][C:10](=[O:11])[O:12][CH3:13])[CH2:7][O:8]2)[CH2:42][c:38]1[cH:37][c:36](-[c:22]2[c:21]([CH2:20][O:19][C:16]([CH3:17])=[O:18])[cH:26][c:25]([O:27][CH2:28][CH2:29][CH2:30][S:31](=[O:32])(=[O:33])[CH3:34])[cH:24][c:23]2[CH3:35])[cH:41][cH:40][cH:39]1. Starting materials: NC1C(SC2=C(N(C1=O)CC(=O)N)C=CC=C2)C2=CC=C(C=C2)Cl (3-amino-2-(p-chlorophenyl)-4-oxo-2,3,4,5-tetrahydro-1,5-benzothiazepine- 5-acetamide), N1C(=CC2=CC=CC=C12)C(=O)ON1C(CCC1=O)=O (succinimido 2-indolecarboxylate). Solvent: CN(C=O)C (dimethylformamide). Reaction conditions: temperature 65 celsius, time 13 hour. Yields the product ClC1=CC=C(C=C1)C1SC2=C(N(C(C1NC(=O)C=1NC3=CC=CC=C3C1)=O)CC(=O)N)C=CC=C2 (2-(p-chlorophenyl)-3-(2-indolecarboxamido)-4-oxo-2,3,4,5-tetrahydro-1,5-benzothiazepine-5-acetamide). Isolated yield 63.7%. As a reaction SMILES: [NH2:1][CH:2]1[C:8](=[O:9])[N:7]([CH2:10][C:11]([NH2:13])=[O:12])[C:6]2[CH:14]=[CH:15][CH:16]=[CH:17][C:5]=2[S:4][CH:3]1[C:18]1[CH:23]=[CH:22][C:21]([Cl:24])=[CH:20][CH:19]=1.[NH:25]1[C:33]2[C:28](=[CH:29][CH:30]=[CH:31][CH:32]=2)[CH:27]=[C:26]1[C:34](ON1C(=O)CCC1=O)=[O:35]>CN(C)C=O>[Cl:24][C:21]1[CH:20]=[CH:19][C:18]([CH:3]2[CH:2]([NH:1][C:34]([C:26]3[NH:25][C:33]4[C:28]([CH:27]=3)=[CH:29][CH:30]=[CH:31][CH:32]=4)=[O:35])[C:8](=[O:9])[N:7]([CH2:10][C:11]([NH2:13])=[O:12])[C:6]3[CH:14]=[CH:15][CH:16]=[CH:17][C:5]=3[S:4]2)=[CH:23][CH:22]=1. Procedure: In 30 ml of dimethylformamide are dissolved 0.9 g of 3-amino-2-(p-chlorophenyl)-4-oxo-2,3,4,5-tetrahydro-1,5-benzothiazepine- 5-acetamide and 1.2 g of succinimido 2-indolecarboxylate, and the solution is stirred at 65° C. for 13 hours. The reaction mixture is concentrated under reduced pressure and a saturated aqueous solution of sodium hydrogencarbonate and ethyl acetate are added to the residue. The mixture is stirred for a while. The resulting crystals are collected by filtration, and the cry... The reactants are FC=1C=C2C(=NC1C#N)C=CN2S(=O)(=O)C2=CC=C(C)C=C2 (6-fluoro-1-tosyl-1H-pyrrolo[3,2-b]pyridine-5-carbonitrile), [OH-].[Na+] (NaOH). The solvent is CO (MeOH), O (water). Conditions: time 1 hour. Yields the product FC=1C=C2C(=NC1C#N)C=CN2 (6-fluoro-1H-pyrrolo[3,2-b]pyridine-5-carbonitrile). The yield is 59.9%. As a reaction SMILES: [F:1][C:2]1[CH:3]=[C:4]2[N:12](S(C3C=CC(C)=CC=3)(=O)=O)[CH:11]=[CH:10][C:5]2=[N:6][C:7]=1[C:8]#[N:9].[OH-].[Na+]>CO.O>[F:1][C:2]1[CH:3]=[C:4]2[NH:12][CH:11]=[CH:10][C:5]2=[N:6][C:7]=1[C:8]#[N:9] |f:1.2|. Procedure details: To a solution of 6-fluoro-1-tosyl-1H-pyrrolo[3,2-b]pyridine-5-carbonitrile (2742 mg, 7.85 mmol) in MeOH (20 mL) and water (20 mL) was added NaOH (628 mg 15.7 mmol). The mixture was stirred at RT for 1 h. The reaction mixture was quenched by adding a sat'd aq. NH4Cl and extracted with EtOAc. The extract was dried (MgSO4), filtered, and concentrated under reduced pressure. The residue was purified by SiO2 chromatography eluting with a petroleum ether:EtOAc gradient (10:1-0:1) to afford 758 mg (60%... Reactants: ClC1=C(C=CC2=C1C(N1[C@H](C=3N2C=NC3C3=NC(=NO3)CN3C(C=2C(C3=O)=CC=CC2)=O)CC1)=O)F ((S)-8-chloro-7-fluoro-12,12a-dihydro-1-(3-phthalimidomethyl-1,2,4-oxadiazol-5-yl)-9H,11H-azeto[2,1-c]imidazo[1,5-a][1,4]benzodiazepin-9-one). Run in CN (methylamine). Conditions: time 1 hour. Product: NCC1=NOC(=N1)C=1N=CN2C1[C@H]1N(C(C3=C2C=CC(=C3Cl)F)=O)CC1 ((S)-1-(3-aminomethyl-1,2,4-oxadiazol-5-yl)-8-chloro-7-fluoro-12,12a-dihydro-9H,11H-azeto[2,1-c]imidazo[1,5-a][1,4]benzodiazepin-9-one). Yield: 98.0%. RXN SMILES: [Cl:1][C:2]1[C:7]2[C:8](=[O:35])[N:9]3[CH2:34][CH2:33][C@H:10]3[C:11]3[N:12]([CH:13]=[N:14][C:15]=3[C:16]3[O:20][N:19]=[C:18]([CH2:21][N:22]4C(=O)C5=CC=CC=C5C4=O)[N:17]=3)[C:6]=2[CH:5]=[CH:4][C:3]=1[F:36]>CN>[NH2:22][CH2:21][C:18]1[N:17]=[C:16]([C:15]2[N:14]=[CH:13][N:12]3[C:6]4[CH:5]=[CH:4][C:3]([F:36])=[C:2]([Cl:1])[C:7]=4[C:8](=[O:35])[N:9]4[CH2:34][CH2:33][C@H:10]4[C:11]=23)[O:20][N:19]=1. Reported procedure: 16 g (31.85 mmol) of (S)-8-chloro-7-fluoro-12,12a-dihydro-1-(3-phthalimidomethyl-1,2,4-oxadiazol-5-yl)-9H,11H-azeto[2,1-c]imidazo[1,5-a][1,4]benzodiazepin-9-one were treated with 100 ml of methylamine (33% in ethanol). The solution was stirred at 70° for 1 hour and subsequently cooled. The suspension obtained was filtered and the crystallizate was partially dissolved in 100 ml of methylene chloride. By filtering and evaporating the filtrate there were obtained 11.7 g (99%) of (S)-1-(3-aminomethy... Reactants: CCOCC (ether), C(C)SC=1SC2=C(N1)C=CC=C2 (2-(Ethylthio)benzothiazole), C1(=CC=C(C=C1)S(=O)(=O)OCC)C (ethyl p-toluensulfonate). Solvent: CC(=O)C (acetone), CC(=O)C (acetone). The product is S(=O)(=O)([O-])C1=CC=C(C)C=C1.C(C)SC=1SC2=C([N+]1CC)C=CC=C2 (2-ethylthio-3-ethylbenzothiazolium tosylate). Isolated yield 83.0%. RXN SMILES: [CH2:1]([S:3][C:4]1[S:5][C:6]2[CH:12]=[CH:11][CH:10]=[CH:9][C:7]=2[N:8]=1)[CH3:2].[C:13]1([CH3:25])[CH:18]=[CH:17][C:16]([S:19]([O:22]CC)(=[O:21])=[O:20])=[CH:15][CH:14]=1.[CH3:26][CH2:27]OCC>CC(C)=O>[S:19]([C:16]1[CH:17]=[CH:18][C:13]([CH3:25])=[CH:14][CH:15]=1)([O-:22])(=[O:21])=[O:20].[CH2:1]([S:3][C:4]1[S:5][C:6]2[CH:12]=[CH:11][CH:10]=[CH:9][C:7]=2[N+:8]=1[CH2:26][CH3:27])[CH3:2] |f:4.5|. Procedure details: 2-(Ethylthio)benzothiazole (1062 g, 0.056 mol) and ethyl p-toluensulfonate (11.15 g, 0.056 mol) were heated at 140°-167° C. for 2 hours. The mixture cooled and was dissolved in acetone. The acetone solution was poured into 400 ml anhydrous ether to yield 18.19 g (83%) of gummy solid.